From a dataset of the Open Reaction Database (ORD), a public repository of structured organic reaction records. describe an organic reaction: reactants, conditions, products, and yield The product is FC1=C(C=C(C=O)C=C1)CO (4-Fluoro-3-hydroxymethylbenzaldehyde). Solvent: C(C)OCC (diethyl ether). RXN SMILES: C[O:2][CH:3](OC)[C:4]1[CH:5]=[CH:6][C:7]([F:12])=[C:8]([CH:11]=1)[CH:9]=[O:10].[H-].[Al+3].[Li+].[H-].[H-].[H-].C(OCC)C.O>C(OCC)C>[F:12][C:7]1[CH:6]=[CH:5][C:4]([CH:3]=[O:2])=[CH:11][C:8]=1[CH2:9][OH:10] |f:1.2.3.4.5.6,7.8|. Starting materials: [H-].[Al+3].[Li+].[H-].[H-].[H-] (lithium aluminum hydride), COC(C=1C=CC(=C(C=O)C1)F)OC (5-Dimethoxymethyl-2-fluorobenzaldehyde), C(C)OCC.O (diethylether water). Isolated yield 73.5%. Run at time 5 minute. Procedure: 2.8 g of 5-Dimethoxymethyl-2-fluorobenzaldehyde was dissolved in 40 ml of diethyl ether, and 0.38 g of lithium aluminum hydride was added under ice-cooling. After being stirred at room temperature for 5 minutes, the reaction solution was ice-cooled and diethylether-water was added. When the insoluble precipitate adhered to the wall of the flask, the reaction solution was dried over anhydrous magnesium sulfate, then evaporated. The residue was dissolved in 25 ml of dichloromethane, and 8 ml of tr... Reactants: FC1=NC=C(C=C1C1=CC2=C(C=N1)C=NN2C2=CN=CC(=N2)N2CCN(CCC2)C(=O)OC(C)(C)C)C (tert-butyl 4-[6-[6-(2-fluoro-5-methyl-3-pyridyl)pyrazolo[4,3-c]pyridin-1-yl]pyrazin-2-yl]-1,4-diazepane-1-carboxylate), Cl (hydrochloric acid), CO (Methanol). Run in O1CCOCC1 (1,4-Dioxane). Conditions: time 8 hour. The product is N1(CCNCCC1)C1=CN=CC(=N1)N1N=CC=2C=NC(=CC21)C=2C(=NC=C(C2)C)O (3-(1-(6-(1,4-diazepan-1-yl)pyrazin-2-yl)-1H-pyrazolo[4,3-c]pyridin-6-yl)-5-methylpyridin-2-ol). Reaction SMILES: F[C:2]1[C:7]([C:8]2[N:13]=[CH:12][C:11]3[CH:14]=[N:15][N:16]([C:17]4[N:22]=[C:21]([N:23]5[CH2:29][CH2:28][CH2:27][N:26](C(OC(C)(C)C)=O)[CH2:25][CH2:24]5)[CH:20]=[N:19][CH:18]=4)[C:10]=3[CH:9]=2)=[CH:6][C:5]([CH3:37])=[CH:4][N:3]=1.Cl.C[OH:40]>O1CCOCC1>[N:23]1([C:21]2[N:22]=[C:17]([N:16]3[C:10]4[CH:9]=[C:8]([C:7]5[C:2]([OH:40])=[N:3][CH:4]=[C:5]([CH3:37])[CH:6]=5)[N:13]=[CH:12][C:11]=4[CH:14]=[N:15]3)[CH:18]=[N:19][CH:20]=2)[CH2:29][CH2:28][CH2:27][NH:26][CH2:25][CH2:24]1. Procedure details: To a solution of tert-butyl 4-[6-[6-(2-fluoro-5-methyl-3-pyridyl)pyrazolo[4,3-c]pyridin-1-yl]pyrazin-2-yl]-1,4-diazepane-1-carboxylate (0.2113 mmol; 106.6 mg) in Methanol (5 mL) was added hydrochloric acid, 4.0 M in 1,4-Dioxane (5 mL). The resulting mixture was stirred at room temperature overnight. The mixture was concentrated and the residue was purified by reverse phase HPLC to afford 164 as a by-product (18.7 mg, 22%). 1H NMR (400 MHz, DMSO) δ 9.89-9.85 (s, 1H), 9.25-9.20 (s, 1H), 8.64-8.60 ... Reactants: C(C1=CC=CC=C1)N1C(=CC2=CC(=CC=C12)C(C(F)(F)F)(C(F)(F)F)O)C (2-(1-benzyl-2-methyl-1H-indol-5-yl)-1,1,1,3,3,3-hexafluoro-propan-2-ol), C1CC(=O)N(C1=O)Cl (NCS), [NH4+].[Cl-] (NH4Cl), CCOCC (Et2O). The solvent is C(C)#N (acetonitrile). Conditions: time 2 hour. The product is C(C1=CC=CC=C1)N1C(=C(C2=CC(=CC=C12)C(C(F)(F)F)(C(F)(F)F)O)Cl)C (2-(1-benzyl-3-chloro-2-methyl-1H-indol-5-yl)-1,1,1,3,3,3-hexafluoro-propan-2-ol). Isolated yield 89.7%. RXN SMILES: [CH2:1]([N:8]1[C:16]2[C:11](=[CH:12][C:13]([C:17]([OH:26])([C:22]([F:25])([F:24])[F:23])[C:18]([F:21])([F:20])[F:19])=[CH:14][CH:15]=2)[CH:10]=[C:9]1[CH3:27])[C:2]1[CH:7]=[CH:6][CH:5]=[CH:4][CH:3]=1.C1C(=O)N([Cl:35])C(=O)C1.[NH4+].[Cl-].CCOCC>C(#N)C>[CH2:1]([N:8]1[C:16]2[C:11](=[CH:12][C:13]([C:17]([OH:26])([C:18]([F:19])([F:20])[F:21])[C:22]([F:25])([F:23])[F:24])=[CH:14][CH:15]=2)[C:10]([Cl:35])=[C:9]1[CH3:27])[C:2]1[CH:3]=[CH:4][CH:5]=[CH:6][CH:7]=1 |f:2.3|. Reported procedure: To a solution of 100 mg (0.26 mmol) of 2-(1-benzyl-2-methyl-1H-indol-5-yl)-1,1,1,3,3,3-hexafluoro-propan-2-ol (example 80) in 1 mL of acetonitrile were added 25 mg (0.185 mmol) of NCS. After stirring at RT for 2 hrs, the mixture was poured into a mixture of a saturated aqueous solution of NH4Cl and Et2O. The phases were separated and the aqueous one was extracted with Et2O. The combined organic phases were dried over Na2SO4 and evaporated. Column chromatography on silica gel with n-heptane/CH2Cl... Reactants: N1=CN=CC(=C1)B(O)O (pyrimid-5-ylboronic acid), N1(C=NC=C1)CC=1C=CC(=NC1)Br (5-Imidazol-1-ylmethyl-2-bromopyridine). Product: N1(C=NC=C1)CC=1C=CC(=NC1)C=1C=NC=NC1 (5-(5-Imidazol-1-ylmethyl-pyridin-2-yl)-pyrimidine). As a reaction SMILES: [N:1]1[CH:6]=[C:5](B(O)O)[CH:4]=[N:3][CH:2]=1.[N:10]1([CH2:15][C:16]2[CH:17]=[CH:18][C:19](Br)=[N:20][CH:21]=2)[CH:14]=[CH:13][N:12]=[CH:11]1>>[N:10]1([CH2:15][C:16]2[CH:17]=[CH:18][C:19]([C:5]3[CH:6]=[N:1][CH:2]=[N:3][CH:4]=3)=[N:20][CH:21]=2)[CH:14]=[CH:13][N:12]=[CH:11]1. Procedure details: Synthesized using pyrimid-5-ylboronic acid (155 mg, 1.26 mmol) and 1a (150 mg, 0.63 mmol) according to Method C. Yellow solid. Yield: 121 mg, 0.51 mmol, 81%. 1H NMR (500 MHz, CDCl3): δH (ppm): 5.23 (s, 2H), 6.93 (t, J=1.3 Hz, 1H), 7.12 (t, J=1.3 Hz, 1H), 7.57 (dd, J=8.2, 2.5 Hz, 1H), 7.67 (s, 1H), 7.74 (dd, J=8.2, 0.9 Hz, 1H), 8.62 (m, 1H), 9.23 (s, 1H), 9.29 (s, 2H); 13C NMR (CDCl3, 125 MHz): δC (ppm)=48.0, 119.0, 120.5, 130.1, 131.6, 131.8, 136.1, 137.3, 149.2, 152.1, 155.0, 158.8; MS (ESI): m... Starting materials: ClC=1C=C(N)C=C(C1OCCCC#N)COC (3-Chloro-4-(3-cyanopropyloxy)-5-methoxymethylaniline), C(=O)(Cl)Cl (phosgene). As a reaction SMILES: [Cl:1][C:2]1[CH:3]=[C:4]([CH:6]=[C:7]([CH2:15][O:16][CH3:17])[C:8]=1[O:9][CH2:10][CH2:11][CH2:12][C:13]#[N:14])[NH2:5].[C:18](Cl)(Cl)=[O:19]>C1(C)C=CC=CC=1>[Cl:1][C:2]1[CH:3]=[C:4]([N:5]=[C:18]=[O:19])[CH:6]=[C:7]([CH2:15][O:16][CH3:17])[C:8]=1[O:9][CH2:10][CH2:11][CH2:12][C:13]#[N:14]. Solvent: C1(=CC=CC=C1)C (toluene), C1(=CC=CC=C1)C (toluene). The product is ClC=1C=C(C=C(C1OCCCC#N)COC)N=C=O (3-chloro-4-(3-cyanopropyloxy)-5-methoxymethylphenyl isocyanate). Yield: 99.6%. Procedure details: 3-Chloro-4-(3-cyanopropyloxy)-5-methoxymethylaniline (2.55 g) in toluene (20 ml) was dropwise added to a toluene solution containing 10 g of phosgene at 10° to 20° C. The resulting mixture was gradually heated and, after being refluxed for 30 minutes, cooled to room temperature. The solvent was removed by distillation under reduced pressure to give 3-chloro-4-(3-cyanopropyloxy)-5-methoxymethylphenyl isocyanate (2.80 g). The thus obtained crude substance was added to a toluene solution (50 ml) co... The reactants are Cl (HCl), CI (methyl iodide), Cl.BrC=1C=C2C=3CCCC(C3NC2=CC1)NCCC1=CC=CC=C1 (6-bromo-N-(2-phenylethyl)-2,3,4,9-tetrahydro-1H-carbazol-1-amine hydrochloride salt), [H-].[Na+] (sodium hydride). The solvent is C1CCOC1 (THF). Reaction conditions: temperature 0 celsius, time 12 hour. The product is Cl.BrC=1C=C2C=3CCCC(C3N(C2=CC1)C)NCCC1=CC=CC=C1 (6-Bromo-9-methyl-N-(2-phenylethyl)-2,3,4,9-tetrahydro-1H-carbazol-1-amine hydrochloride salt), solid. The yield is 9.0%. Reaction SMILES: [CH3:1]I.[ClH:3].[Br:4][C:5]1[CH:6]=[C:7]2[C:15](=[CH:16][CH:17]=1)[NH:14][C:13]1[CH:12]([NH:18][CH2:19][CH2:20][C:21]3[CH:26]=[CH:25][CH:24]=[CH:23][CH:22]=3)[CH2:11][CH2:10][CH2:9][C:8]2=1.[H-].[Na+].Cl>C1COCC1>[ClH:3].[Br:4][C:5]1[CH:6]=[C:7]2[C:15](=[CH:16][CH:17]=1)[N:14]([CH3:1])[C:13]1[CH:12]([NH:18][CH2:19][CH2:20][C:21]3[CH:26]=[CH:25][CH:24]=[CH:23][CH:22]=3)[CH2:11][CH2:10][CH2:9][C:8]2=1 |f:1.2,3.4,7.8|. Procedure details: 6-Bromo-9-methyl-N-(2-phenylethyl)-2,3,4,9-tetrahydro-1H-carbazol-1-amine hydrochloride salt was prepared by addition of methyl iodide (0.016 mL, 0.25 mmol) to a solution of 6-bromo-N-(2-phenylethyl)-2,3,4,9-tetrahydro-1H-carbazol-1-amine hydrochloride salt (0.05 g, 0.12 mmol) and sodium hydride (0.04 mL, 0.25 mmol) in THF (2.0 mL) that was under inert atmosphere and cooled to 0° C. The mixture was allowed to warm to room temperature and stirred for 12 hrs. The reaction was quenched with saturat... The reactants are S(=O)([O-])S(=O)[O-].[Na+].[Na+] (sodium hydrosulfite), FC1=C(C=CC(=C1OC1=CC=CC=C1)[N+](=O)[O-])C (2-fluoro-1-methyl-4-nitro-3-(phenyloxy)benzene). Solvent: O (water), C1CCOC1 (THF). Run at time 8 hour. The product is FC=1C(=C(C=CC1C)N)OC1=CC=CC=C1 ([3-fluoro-4-methyl-2-(phenyloxy)phenyl]amine). Yield: 57.1%. Reaction SMILES: S(S([O-])=O)([O-])=O.[Na+].[Na+].[F:9][C:10]1[C:15]([O:16][C:17]2[CH:22]=[CH:21][CH:20]=[CH:19][CH:18]=2)=[C:14]([N+:23]([O-])=O)[CH:13]=[CH:12][C:11]=1[CH3:26]>O.C1COCC1>[F:9][C:10]1[C:15]([O:16][C:17]2[CH:18]=[CH:19][CH:20]=[CH:21][CH:22]=2)=[C:14]([NH2:23])[CH:13]=[CH:12][C:11]=1[CH3:26] |f:0.1.2|. Procedure details: A solution of sodium hydrosulfite (4.42 g, 21.45 mmol) in water (25 mL) was added dropwise to a solution of 2-fluoro-1-methyl-4-nitro-3-(phenyloxy)benzene (0.884 g, 3.58 mmol) in THF (10 mL). The mixture was stirred at room temperature overnight. The reaction mixture was extracted with ethyl acetate (3×25 mL). The combined organic layers were washed with brine and dried over sodium sulfate. The solvent was evaporated and the residue was purified by chromatography (ethyl acetate:hexane) to give [...